This data is from the Open Reaction Database (ORD), a public repository of structured organic reaction records. The task is: describe an organic reaction: reactants, conditions, products, and yield The reactants are Cl (HCl), C(=O)[O-] (formate), CC(=CC(C(=O)O)=O)C (4-methyl-2-oxo-3-pentenoic acid), C=1N=C(C2=C(N1)N(C=N2)[C@H]3[C@@H]([C@@H]([C@H](O3)COP(=O)(O)OP(=O)(O)OC[C@@H]4[C@H]([C@H]([C@@H](O4)N5C=CCC(=C5)C(=O)N)O)O)O)O)N (NADH), C(=O)[O-].[Na+] (sodium formate), P(=O)(O)(O)OCC(=O)[C@@H](O)[C@H](O)[C@H](O)COP(=O)(O)O (fructose-1,6-bisphosphate), SC[C@@H](O)[C@H](O)CS (dithiothreitol). Run in C(C(CO)(CO)N)O (Tris), C(C)(=O)OCC (ethyl acetate). Conditions: temperature -20 celsius, time 5 day. The product is O[C@H](C(=O)O)C=C(C)C ((S)-2-hydroxy-4-methyl-3-pentenoic acid). Reaction SMILES: C([O-])=O.[CH3:4][C:5]([CH3:12])=[CH:6][C:7](=[O:11])[C:8]([OH:10])=[O:9].C1N=C(N)C2N=CN([C@@H]3O[C@H](COP(OP(OC[C@H]4O[C@@H](N5C=C(C(N)=O)CC=C5)[C@H](O)[C@@H]4O)(O)=O)(O)=O)[C@@H](O)[C@H]3O)C=2N=1.C([O-])=O.[Na+].P(OCC([C@H]([C@@H]([C@@H](COP(O)(O)=O)O)O)O)=O)(O)(O)=O.SC[C@H]([C@@H](CS)O)O.Cl>C(O)C(N)(CO)CO.C(OCC)(=O)C>[OH:11][C@@H:7]([CH:6]=[C:5]([CH3:12])[CH3:4])[C:8]([OH:10])=[O:9] |f:3.4|. Procedure details: MVS/GG (6 units (μ moles/minute/30° C.)) and yeast formate dehydrogenase (5 units) were added to a solution of 4-methyl-2-oxo-3-pentenoic acid (1.0 mM) in deoxygenated Tris buffer (5 mM:pH 6.0; 80 ml) containing NADH (0.02 mM), sodium formate (3.1 mM), fructose-1,6-bisphosphate (0.4 mM) and dithiothreitol (0.08 mM). The solution was stirred at room temperature (-20° C.) under nitrogen for 5 days with periodic addition of 0.2 mM HCl to maintain pH in the range of 6.0-6.2. Acidification to pH 2.0 ... Starting materials: FC([C@H](C1=CC=C(C=C1)CNC[C@@H](COC)OC1=NC=C(C=C1)F)NS(=O)(=O)C)(F)F (N-[(1S)-2,2,2-Trifluoro-1-{4-[({(2S)-2-[(5-fluoropyridin-2-yl)oxy]-3-methoxypropyl}amino)methyl]phenyl}ethyl]methanesulfonamide), Cl (HCl). Solvent: CCO (EtOH). Run at temperature 10 celsius. Yields the product Cl.FC([C@H](C1=CC=C(C=C1)CNC[C@@H](COC)OC1=NC=C(C=C1)F)NS(=O)(=O)C)(F)F (N-[(1S)-2,2,2-Trifluoro-1-{4-[({(2S)-2-[(5-fluoropyridin-2-yl)oxy]-3-methoxypropyl}amino)methyl]phenyl}ethyl]methanesulfonamide hydrochloride). Yield: 89.4%. As a reaction SMILES: [F:1][C:2]([F:31])([F:30])[C@@H:3]([NH:25][S:26]([CH3:29])(=[O:28])=[O:27])[C:4]1[CH:9]=[CH:8][C:7]([CH2:10][NH:11][CH2:12][C@H:13]([O:17][C:18]2[CH:23]=[CH:22][C:21]([F:24])=[CH:20][N:19]=2)[CH2:14][O:15][CH3:16])=[CH:6][CH:5]=1.[ClH:32]>CCO>[ClH:32].[F:31][C:2]([F:1])([F:30])[C@@H:3]([NH:25][S:26]([CH3:29])(=[O:28])=[O:27])[C:4]1[CH:5]=[CH:6][C:7]([CH2:10][NH:11][CH2:12][C@H:13]([O:17][C:18]2[CH:23]=[CH:22][C:21]([F:24])=[CH:20][N:19]=2)[CH2:14][O:15][CH3:16])=[CH:8][CH:9]=1 |f:3.4|. Procedure details: Dissolve 175.24 g of N-[(1S)-2,2,2-Trifluoro-1-{4-[({(2S)-2-[(5-fluoropyridin-2-yl)oxy]-3-methoxypropyl}amino)methyl]phenyl}ethyl]methanesulfonamide (Example 1) in 470.29 mL of EtOH. Cool this solution to 10° C. Add 1.25 equivalents of HCl slowly via a dropping funnel, and allow the solution to warm to room temperature. Collect the resulting solids by filtration and dry at 60° C. overnight in the vacuum oven to give 150.97 g of the titled compound in 89.36% yield. Starting materials: NOCc1ccccc1, CCN=C=NCCCN(C)C, CN(C)c1ccncc1, ClCCl, Cl, Cl, C=CCCCCC(CO)C(=O)O. The product is C=CCCCCC(CO)C(=O)NOCc1ccccc1. Reaction SMILES: [CH2:14]([c:15]1[cH:16][cH:17][cH:18][cH:19][cH:20]1)[O:21][NH2:22].[CH3:24][N:25]([CH3:26])[CH2:27][CH2:28][CH2:29][N:30]=[C:31]=[N:32][CH2:33][CH3:34].[CH3:35][N:36]([CH3:37])[c:38]1[cH:39][cH:40][n:41][cH:42][cH:43]1.[Cl:44][CH2:45][Cl:46].[ClH:13].[ClH:23].[OH:1][CH2:2][CH:3]([C:4](=[O:5])[OH:6])[CH2:7][CH2:8][CH2:9][CH2:10][CH:11]=[CH2:12]>>[OH:1][CH2:2][CH:3]([C:4](=[O:6])[NH:22][O:21][CH2:14][c:15]1[cH:16][cH:17][cH:18][cH:19][cH:20]1)[CH2:7][CH2:8][CH2:9][CH2:10][CH:11]=[CH2:12]. Starting materials: FC(C(OC=1C(=NC2=CC=CC=C2N1)NS(=O)(=O)C1=CC=C(CCNC(OC(C)(C)C)=O)C=C1)C=1C=NC=CC1)(F)F (tert-butyl 4-(N-{3-[2,2,2-trifluoro-1-(pyridin-3-yl)ethoxy]quinoxalin-2-yl}sulfamoyl)phenethylcarbamate), FC(C(OC=1C(=NC2=CC=CC=C2N1)NS(=O)(=O)C1=CC=C(CCNC(OC(C)(C)C)=O)C=C1)C=1C=NC=CC1)(F)F (tert-butyl 4-(N-{3-[2,2,2-trifluoro-1-(pyridin-3-yl)ethoxy]quinoxalin-2-yl}sulfamoyl)phenethylcarbamate), FC(C(=O)O)(F)F (trifluoroacetic acid). Run in ClCCl (dichloromethane). Run at time 24 hour. The product is NCCC1=CC=C(C=C1)S(=O)(=O)NC1=NC2=CC=CC=C2N=C1OC(C(F)(F)F)C=1C=NC=CC1 (4-(2-aminoethyl)-N-{3-[2,2,2-trifluoro-1-(pyridin-3-yl)-ethoxy]quinoxalin-2-yl}benzenesulfonamide). Isolated yield 90.0%. RXN SMILES: [F:1][C:2]([F:42])([F:41])[CH:3]([C:35]1[CH:36]=[N:37][CH:38]=[CH:39][CH:40]=1)[O:4][C:5]1[C:6]([NH:15][S:16]([C:19]2[CH:34]=[CH:33][C:22]([CH2:23][CH2:24][NH:25]C(=O)OC(C)(C)C)=[CH:21][CH:20]=2)(=[O:18])=[O:17])=[N:7][C:8]2[C:13]([N:14]=1)=[CH:12][CH:11]=[CH:10][CH:9]=2.FC(F)(F)C(O)=O>ClCCl>[NH2:25][CH2:24][CH2:23][C:22]1[CH:21]=[CH:20][C:19]([S:16]([NH:15][C:6]2[C:5]([O:4][CH:3]([C:35]3[CH:36]=[N:37][CH:38]=[CH:39][CH:40]=3)[C:2]([F:41])([F:1])[F:42])=[N:14][C:13]3[C:8](=[CH:9][CH:10]=[CH:11][CH:12]=3)[N:7]=2)(=[O:17])=[O:18])=[CH:34][CH:33]=1. Procedure details: 4-(N-{3-[2,2,2-trifluoro-1-(pyridin-3-yl)ethoxy]quinoxalin-2-yl}sulfamoyl)phenethylcarbamate (Compound 208) was dissolved in dichloromethane (2 mL). To this, trifluoroacetic acid (2 mL) was added at room temperature and the mixture was stirred at room temperature for 24 hours. The solvent in the reaction mixture was evaporated off under reduced pressure, and purification by silica gel column chromatography (ethyl acetate/methanol=1/0 to 5/1) was performed to give 4-(2-aminoethyl)-N-{3-[2,2,2-tri...